This data is from the Open Reaction Database (ORD), a public repository of structured organic reaction records. The task is: describe an organic reaction: reactants, conditions, products, and yield Starting materials: [Br-], CC(C)CC(C(=O)NC(C)CCO)N1C(=O)N(Cc2ccc(NC(=O)Nc3ccccc3)cc2)C(C)(C)C1=O, CCOC(C)=O, Cc1ccccc1, [O-]Cl, [K+], [Na+], [Na+], O, O=C([O-])O. The product is CC(C)CC(C(=O)NC(C)CC=O)N1C(=O)N(Cc2ccc(NC(=O)Nc3ccccc3)cc2)C(C)(C)C1=O. As a reaction SMILES: [Br-:41].[CH3:1][C:2]1([CH3:39])[N:3]([CH2:22][c:23]2[cH:24][cH:25][c:26]([NH:29][C:30](=[O:31])[NH:32][c:33]3[cH:34][cH:35][cH:36][cH:37][cH:38]3)[cH:27][cH:28]2)[C:4](=[O:21])[N:5]([CH:8]([C:9](=[O:10])[NH:11][CH:12]([CH2:13][CH2:14][OH:15])[CH3:16])[CH2:17][CH:18]([CH3:19])[CH3:20])[C:6]1=[O:7].[CH3:50][CH2:51][O:52][C:53](=[O:54])[CH3:55].[CH3:56][c:57]1[cH:58][cH:59][cH:60][cH:61][cH:62]1.[Cl:42][O-:43].[K+:40].[Na+:44].[Na+:45].[OH2:63].[OH:46][C:47](=[O:48])[O-:49]>>[CH3:1][C:2]1([CH3:39])[N:3]([CH2:22][c:23]2[cH:24][cH:25][c:26]([NH:29][C:30](=[O:31])[NH:32][c:33]3[cH:34][cH:35][cH:36][cH:37][cH:38]3)[cH:27][cH:28]2)[C:4](=[O:21])[N:5]([CH:8]([C:9](=[O:10])[NH:11][CH:12]([CH2:13][CH:14]=[O:15])[CH3:16])[CH2:17][CH:18]([CH3:19])[CH3:20])[C:6]1=[O:7].